The task is: describe an organic reaction: reactants, conditions, products, and yield. This data is from the Open Reaction Database (ORD), a public repository of structured organic reaction records. Reactants: CCC(CC)c1ccc(CO)c2nc(Oc3c(C)cc(Cl)cc3Cl)n(C)c12, C1CCOC1. As a reaction SMILES: [Cl:1][c:2]1[c:3]([O:4][c:5]2[n:6][c:7]3[c:8]([n:9]2[CH3:10])[c:11]([CH:17]([CH2:18][CH3:19])[CH2:20][CH3:21])[cH:12][cH:13][c:14]3[CH2:15][OH:16])[c:22]([CH3:27])[cH:23][c:24]([Cl:26])[cH:25]1.[O:28]1[CH2:29][CH2:30][CH2:31][CH2:32]1>>[Cl:1][c:2]1[c:3]([O:4][c:5]2[n:6][c:7]3[c:8]([n:9]2[CH3:10])[c:11]([CH:17]([CH2:18][CH3:19])[CH2:20][CH3:21])[cH:12][cH:13][c:14]3[CH:15]=[O:16])[c:22]([CH3:27])[cH:23][c:24]([Cl:26])[cH:25]1. The product is CCC(CC)c1ccc(C=O)c2nc(Oc3c(C)cc(Cl)cc3Cl)n(C)c12. Starting materials: CN1CCN(CC1)[C@H]1C[C@H](CCC1)N1C=C(C2=C1N=CN=C2N)C2=CC=C(C=C2)OC2=CC=CC=C2 (cis-7-[3-(4-methylpiperazino)cyclohexyl]-5-(4-phenoxyphenyl)-7H-pyrrolo[2,3-d]pyrimidin-4-amine), Cl (hydrochloric acid). The solvent is C(C)(C)O (isopropanol). Product: Cl.Cl.Cl.CN1CCN(CC1)[C@H]1C[C@H](CCC1)N1C=C(C2=C1N=CN=C2N)C2=CC=C(C=C2)OC2=CC=CC=C2 (cis-7-[3-(4-methylpiperazino)cyclohexyl]-5-(4-phenoxyphenyl)-7H-pyrrolo[2,3-d]pyrimidin-4-amine tri-hydrochloride). RXN SMILES: [CH3:1][N:2]1[CH2:7][CH2:6][N:5]([C@@H:8]2[CH2:13][CH2:12][CH2:11][C@H:10]([N:14]3[C:18]4[N:19]=[CH:20][N:21]=[C:22]([NH2:23])[C:17]=4[C:16]([C:24]4[CH:29]=[CH:28][C:27]([O:30][C:31]5[CH:36]=[CH:35][CH:34]=[CH:33][CH:32]=5)=[CH:26][CH:25]=4)=[CH:15]3)[CH2:9]2)[CH2:4][CH2:3]1.[ClH:37]>C(O)(C)C>[ClH:37].[ClH:37].[ClH:37].[CH3:1][N:2]1[CH2:3][CH2:4][N:5]([C@@H:8]2[CH2:13][CH2:12][CH2:11][C@H:10]([N:14]3[C:18]4[N:19]=[CH:20][N:21]=[C:22]([NH2:23])[C:17]=4[C:16]([C:24]4[CH:29]=[CH:28][C:27]([O:30][C:31]5[CH:36]=[CH:35][CH:34]=[CH:33][CH:32]=5)=[CH:26][CH:25]=4)=[CH:15]3)[CH2:9]2)[CH2:6][CH2:7]1 |f:3.4.5.6|. Procedure details: cis-7-[3-(4-methylpiperazino)cyclohexyl]-5-(4-phenoxyphenyl)-7H-pyrrolo[2,3-d]pyrimidin-4-amine 0.80 g (0.0017 mol) in isopropanol was treated with 0.5 ml 12M hydrochloric acid (0.006 mol). The resulting solid was filtered to give cis-7-[3-(4-methylpiperazino)cyclohexyl]-5-(4-phenoxyphenyl)-7H-pyrrolo[2,3-d]pyrimidin-4-amine tri-hydrochloride as a hygroscopic solid until dried at 80° C./3 mbar to constant weight. (0.75 g, 0.0011 mol) m.p. 224.5-226.5 (dec). Reactants: NC1=NC2=CC(=C(C=C2C=N1)C1=C(C=CC=C1)C)OC (2-amino-7-methoxy-6-(2-methylphenyl)quinazoline), Compound A2, CC1=C(C=CC=C1)B(O)O (2-methylphenylboronic acid), II (iodine), [I-].[Cs+] (cesium iodide), N(=O)OCCC(C)C (isoamyl nitrite). The reagents and catalysts are [Cu](I)I (copper iodide). The solvent is COCCOC (DME). Reaction conditions: temperature 80 celsius, time 7 hour. Product: IC1=NC2=CC(=C(C=C2C=N1)C1=C(C=CC=C1)C)OC (2-iodo-7-methoxy-6-(2-methylphenyl)quinazoline). The yield is 184.5%. RXN SMILES: CC1C=CC=CC=1B(O)O.N[C:12]1[N:21]=[CH:20][C:19]2[C:14](=[CH:15][C:16]([O:29][CH3:30])=[C:17]([C:22]3[CH:27]=[CH:26][CH:25]=[CH:24][C:23]=3[CH3:28])[CH:18]=2)[N:13]=1.[I:31]I.[I-].[Cs+].N(OCCC(C)C)=O>COCCOC.[Cu](I)I>[I:31][C:12]1[N:21]=[CH:20][C:19]2[C:14](=[CH:15][C:16]([O:29][CH3:30])=[C:17]([C:22]3[CH:27]=[CH:26][CH:25]=[CH:24][C:23]=3[CH3:28])[CH:18]=2)[N:13]=1 |f:3.4|. Procedure details: In a similar manner to Example 4, 2-amino-7-methoxy-6-(2-methylphenyl)quinazoline was obtained using Compound A2 and 2-methylphenylboronic acid. The obtained 2-amino-7-methoxy-6-(2-methylphenyl)quinazoline (4.38 g, 16.5 mmol) was dissolved in DME (165 mL) and the solution was added with iodine (1.05 g, 8.3 mmol), cesium iodide (4.3 g, 16.5 mmol), isoamyl nitrite (13.3 mL, 99 mmol) and copper iodide (3.1 g, 16.5 mmol), followed by stirring at 80° C. for 7 hours. After an insoluble matter was filt... The reactants are C1OC23[C@]4(C)[C@@H](CC2(OCCO3)OC1)[C@@H]1C[C@@H](C3CCCC[C@]3(C)[C@H]1CC4)C=O (17,17-bis(ethylendioxy)-6α-formylandrostane), C(#N)[C@H]1C[C@H]2[C@@H]3CCC([C@@]3(C)CC[C@@H]2[C@]2(CCC(CC12)=O)C)=O (6α-cyanoandrostane-3,17-dione). Product: C(=O)[C@H]1C[C@H]2[C@@H]3CCC([C@@]3(C)CC[C@@H]2[C@]2(CCC(CC12)=O)C)=O (6α-Formylandrostane-3,17-dione). Isolated yield 85.0%. As a reaction SMILES: C1COC23OCCOC2([C@]2(CC[C@H]4[C@@H](C[C@H](C=O)C5[C@]4(C)CCCC5)[C@@H]2C3)C)[O:2]1.[C:30]([C@@H:32]1[CH:49]2[C@:44]([CH3:51])([CH2:45][CH2:46][C:47](=[O:50])[CH2:48]2)[C@@H:43]2[C@H:34]([C@H:35]3[C@@:39]([CH2:41][CH2:42]2)([CH3:40])[C:38](=[O:52])[CH2:37][CH2:36]3)[CH2:33]1)#N>>[CH:30]([C@@H:32]1[CH:49]2[C@:44]([CH3:51])([CH2:45][CH2:46][C:47](=[O:50])[CH2:48]2)[C@@H:43]2[C@H:34]([C@H:35]3[C@@:39]([CH2:41][CH2:42]2)([CH3:40])[C:38](=[O:52])[CH2:37][CH2:36]3)[CH2:33]1)=[O:2]. Procedure: 6α-Formylandrostane-3,17-dione was prepared in 85% yield from 3,3:17,17-bis(ethylendioxy)-6α-formylandrostane (Prepn. 11) by the procedure described above for the preparation of 6α-cyanoandrostane-3,17-dione (II-ac, Prepn. 3). The combined organic extracts were washed with H2O, dried over Na2SO4 and evaporated to dryness to give 6α-formylandrostane-3,17-dione. 1H-NMR (300 MHz, acetone-d6, ppm from TMS): δ 9.50 (d, 1H), 2.56-0.82 (m, 21H), 1.16 (s, 3H), 0.88 (s, 3H).